This data is from the Open Reaction Database (ORD), a public repository of structured organic reaction records. The task is: describe an organic reaction: reactants, conditions, products, and yield Reactants: C(=O)C=O (glyoxal), NCCNCCCNCCN (N,N′-bis(2-aminoethyl)-1,3-pro-panediamine). The solvent is O (water). Reaction conditions: time 10 hour. The product is N1CCN2CCCN3CCNC1=C23 (octahydro-1,3a,6a,9-tetraaza-phenalene). RXN SMILES: [CH:1]([CH:3]=O)=O.[NH2:5][CH2:6][CH2:7][NH:8][CH2:9][CH2:10][CH2:11][NH:12][CH2:13][CH2:14][NH2:15]>O>[NH:15]1[C:1]2=[C:3]3[N:8]([CH2:7][CH2:6][NH:5]2)[CH2:9][CH2:10][CH2:11][N:12]3[CH2:13][CH2:14]1. Procedure: 9.04 g (62.4 mmol) of a 40% by weight aqueous glyoxal solution are slowly added dropwise to a solution of 10.00 g (62.4 mmol) of N,N′-bis(2-aminoethyl)-1,3-pro-panediamine in 30 ml of water at 0° C. The mixture is maintained at this temperature for 1 hour and then stirred at ambient temperature for 10 hours. After evaporation of the water, compound 12 is isolated quantitatively in the form of a pale yellow solid and is used for the following stage without subsequent purification. The reactants are BrCC#CCCCCC (1-bromo-2-octyne), [C-]#N.[K+] (potassium cyanide), CS(=O)C (dimethylsulfoxide). The solvent is O (water). The product is C(CC#CCCCCC)#N (3-nonynenitrile). As a reaction SMILES: Br[CH2:2][C:3]#[C:4][CH2:5][CH2:6][CH2:7][CH2:8][CH3:9].[C-:10]#[N:11].[K+].CS(C)=O>O>[C:10](#[N:11])[CH2:2][C:3]#[C:4][CH2:5][CH2:6][CH2:7][CH2:8][CH3:9] |f:1.2|. Procedure details: A mixture of 5 g. of 1-bromo-2-octyne, 7 g. of potassium cyanide and 35 ml. of dimethylsulfoxide is stirred and heated under nitrogen for about 2.5 hrs. at reflux temperature. The mixture is then poured into water and extracted with ether. The ether extract is washed with water, than with saturated aqueous sodium chloride, dried over sodium sulfate, and evaporated under reduced pressure leaving a residue comprising 3-nonynenitrile. The thus obtained residue is mixed with 45 ml. of 25% hydrogen c... Starting materials: CC1(OB(OC1(C)C)C1=CC=C(C=C1)S(=O)(=O)C=1C=CC(=NC1)N)C (5-((4-(4,4,5,5-tetramethyl-1,3,2-dioxaborolan-2-yl)phenyl)sulfonyl)-2-pyridinamine), ClC1=NC=C(C=N1)C(C(F)(F)F)(C)O (2-(2-chloropyrimidin-5-yl)-1,1,1-trifluoropropan-2-ol), ClC1=NC=C(C=N1)C(C(F)(F)F)(C)O (2-(2-chloropyrimidin-5-yl)-1,1,1-trifluoropropan-2-ol), (1,1′-bis(diphenylphosphino)ferrocene)dichloropalladium, C([O-])([O-])=O.[Cs+].[Cs+] (cesium carbonate), COCCOC (DME). Solvent: O (water). Reaction conditions: temperature 100 celsius. Yields the product NC1=CC=C(C=N1)S(=O)(=O)C1=CC=C(C=C1)C1=NC=C(C=N1)C(C(F)(F)F)(C)O (2-(2-(4-((6-amino-3-pyridinyl)sulfonyl)phenyl)-5-pyrimidinyl)-1,1,1-trifluoro-2-propanol). Isolated yield 37.5%. As a reaction SMILES: CC1(C)C(C)(C)OB([C:9]2[CH:14]=[CH:13][C:12]([S:15]([C:18]3[CH:19]=[CH:20][C:21]([NH2:24])=[N:22][CH:23]=3)(=[O:17])=[O:16])=[CH:11][CH:10]=2)O1.Cl[C:27]1[N:32]=[CH:31][C:30]([C:33]([OH:39])([CH3:38])[C:34]([F:37])([F:36])[F:35])=[CH:29][N:28]=1.C(=O)([O-])[O-].[Cs+].[Cs+].COCCOC>O>[NH2:24][C:21]1[N:22]=[CH:23][C:18]([S:15]([C:12]2[CH:11]=[CH:10][C:9]([C:27]3[N:28]=[CH:29][C:30]([C:33]([OH:39])([CH3:38])[C:34]([F:35])([F:36])[F:37])=[CH:31][N:32]=3)=[CH:14][CH:13]=2)(=[O:16])=[O:17])=[CH:19][CH:20]=1 |f:2.3.4|. Procedure: A glass microwave reaction vessel was charged with 5-((4-(4,4,5,5-tetramethyl-1,3,2-dioxaborolan-2-yl)phenyl)sulfonyl)-2-pyridinamine (318 mg, 0.88 mmol), 2-(2-chloro-5-pyrimidinyl)-1,1,1-trifluoro-2-propanol (100 mg, 0.44 mmol, Intermediate E), (1,1′-bis(diphenylphosphino)ferrocene)dichloropalladium (18 mg, 0.02 mmol, Strem Chemical Inc, Newburyport, Mass.), cesium carbonate (431 mg, 1.32 mmol, Sigma-Aldrich, St. Louis, Mo.), DME (1.5 mL), and water (0.2 mL). The reaction mixture was purged wit... Starting materials: [OH-].[Li+] (lithium hydroxide), [H][H] (hydrogen), [N+](=O)([O-])C=1C=C(C(=O)O)C=C(C1OC1=CC=CC=C1)S(N)(=O)=O (3-nitro-4-phenoxy-5-sulphamyl-benzoic acid), [H][H] (hydrogen). The reagents and catalysts are [Pd] (palladium-on-carbon). The solvent is O (water). Product: NC=1C=C(C(=O)O)C=C(C1OC1=CC=CC=C1)S(N)(=O)=O (3-amino-4-phenoxy-5-sulphamyl-benzoic acid). RXN SMILES: [N+:1]([C:4]1[CH:5]=[C:6]([CH:10]=[C:11]([S:20](=[O:23])(=[O:22])[NH2:21])[C:12]=1[O:13][C:14]1[CH:19]=[CH:18][CH:17]=[CH:16][CH:15]=1)[C:7]([OH:9])=[O:8])([O-])=O.[OH-].[Li+].[H][H]>O.[Pd]>[NH2:1][C:4]1[CH:5]=[C:6]([CH:10]=[C:11]([S:20](=[O:23])(=[O:22])[NH2:21])[C:12]=1[O:13][C:14]1[CH:19]=[CH:18][CH:17]=[CH:16][CH:15]=1)[C:7]([OH:9])=[O:8] |f:1.2|. Reported procedure: A suspension of 3-nitro-4-phenoxy-5-sulphamyl-benzoic acid (20 g) in water (100 ml) was adjusted to a pH of 8 by the addition of 1N lithium hydroxide. The resulting solution was hydrogenated at room temperature and 1.1 atmosphere hydrogen pressure, using a palladium-on-carbon catalyst (0.6 g catalyst containing 10% pd). After the hydrogen uptake had become negligible, the catalyst was removed by filtration, and the 3-amino- 4-phenoxy-5-sulphamyl-benzoic acid was precipitated from the filtrate by... Starting materials: [Li+].[OH-] (LiOH), FC1=CC=C(C=C1)COC1=C(C(=O)OCC2=CC=C(C=C2)F)C=C(C=C1)C=1C=NN(C1)C ((4-Fluorophenyl)methyl 2-{[(4-fluorophenyl)methyl]oxy}-5-(1-methyl-1H-pyrazol-4-yl)benzoate), resultant mixture. Solvent: O (water), O1CCCC1 (tetrahydrofuran). Product: FC1=CC=C(C=C1)COC1=C(C(=O)O)C=C(C=C1)C=1C=NN(C1)C (2-{[(4-Fluorophenyl)methyl]oxy}-5-(1-methyl-1H-pyrazol-4-yl)benzoic acid). RXN SMILES: [F:1][C:2]1[CH:7]=[CH:6][C:5]([CH2:8][O:9][C:10]2[CH:26]=[CH:25][C:24]([C:27]3[CH:28]=[N:29][N:30]([CH3:32])[CH:31]=3)=[CH:23][C:11]=2[C:12]([O:14]CC2C=CC(F)=CC=2)=[O:13])=[CH:4][CH:3]=1.[Li+].[OH-]>O1CCCC1.O>[F:1][C:2]1[CH:7]=[CH:6][C:5]([CH2:8][O:9][C:10]2[CH:26]=[CH:25][C:24]([C:27]3[CH:28]=[N:29][N:30]([CH3:32])[CH:31]=3)=[CH:23][C:11]=2[C:12]([OH:14])=[O:13])=[CH:4][CH:3]=1 |f:1.2|. Procedure details: (4-Fluorophenyl)methyl 2-{[(4-fluorophenyl)methyl]oxy}-5-(1-methyl-1H-pyrazol-4-yl)benzoate (may be prepared as described in Description 120; 360 mg, 0.83 mmol) was dissolved in tetrahydrofuran (20 ml) and water (5 ml). Then LiOH (99 mg, 4.14 mmol) was added. The resultant mixture was stirred at room temperature for 16 hours. The solvent was removed. The residue was dissolved in water (20 ml). The solution was acidified by 1N HCl to pH<5. The precipitate was filtered, washed with ether, and drie... The reactants are C1CCOC1, C[Si](C)(C)[N-][Si](C)(C)C, NC(=O)c1cc(F)c(Cl)nc1Cl, [Li+], N#N, CN(C)C=O. The product is O=C1NC(O)c2c(F)c(Cl)nc(Cl)c21. RXN SMILES: [CH2:30]1[O:31][CH2:32][CH2:33][CH2:34]1.[CH3:4][Si:5]([N-:6][Si:7]([CH3:8])([CH3:9])[CH3:10])([CH3:11])[CH3:12].[Cl:13][c:14]1[c:15]([C:16](=[O:17])[NH2:18])[cH:19][c:20]([F:24])[c:21]([Cl:23])[n:22]1.[Li+:3].[N:1]#[N:2].[O:25]=[CH:26][N:27]([CH3:28])[CH3:29]>>[Cl:13][c:14]1[c:15]2[c:19]([c:20]([F:24])[c:21]([Cl:23])[n:22]1)[CH:26]([OH:25])[NH:18][C:16]2=[O:17].